From a dataset of the Open Reaction Database (ORD), a public repository of structured organic reaction records. describe an organic reaction: reactants, conditions, products, and yield Starting materials: COC(=O)c1cc(OC)ccc1Br, ClCl, C=Cc1ccc(F)cc1, [Na+], O=C([O-])O, O. Product: COC(=O)c1cc(OC)ccc1C=Cc1ccc(F)cc1. Reaction SMILES: [Br:1][c:2]1[c:3]([C:4](=[O:5])[O:6][CH3:7])[cH:8][c:9]([O:12][CH3:13])[cH:10][cH:11]1.[Cl:23][Cl:24].[F:14][c:15]1[cH:16][cH:17][c:18]([CH:19]=[CH2:20])[cH:21][cH:22]1.[Na+:29].[O-:25][C:26]([OH:27])=[O:28].[OH2:30]>>[c:2]1([CH:20]=[CH:19][c:18]2[cH:17][cH:16][c:15]([F:14])[cH:22][cH:21]2)[c:3]([C:4](=[O:5])[O:6][CH3:7])[cH:8][c:9]([O:12][CH3:13])[cH:10][cH:11]1. Run in C1(=CC=CC=C1)C (toluene). Isolated yield 97.2%. Product: COC(=O)CCCC(=O)C=1OC=CC1 (2-(4-methoxycarbonylbutyryl)furan). Procedure details: In 50 ml of toluene were dissolved 7.31 g (0.05 mole) of monomethylglutaric acid, 4.43 g (0.085 mole) of furan and 14.39 g (0.06 mole) of dichloroacetic anhydride. To the resulting solution was added 0.71 g of boron trifluoride-diethyl ether complex and the resulting mixture was then stirred at 50° C. for 3 hours. After completion of the reaction, the reaction solution was cooled and washed successively with 5% aqueous sodium carbonate solution and water. The organic layer was concentrated under... The reactants are CC(CC(=O)O)CC(=O)O (monomethylglutaric acid), O1C=CC=C1 (furan), ClC(C(=O)OC(C(Cl)Cl)=O)Cl (dichloroacetic anhydride). RXN SMILES: C[CH:2]([CH2:7][C:8]([OH:10])=[O:9])[CH2:3][C:4]([OH:6])=O.[O:11]1[CH:15]=[CH:14][CH:13]=[CH:12]1.Cl[CH:17](Cl)C(OC(=O)C(Cl)Cl)=O>C1(C)C=CC=CC=1>[CH3:17][O:10][C:8]([CH2:7][CH2:2][CH2:3][C:4]([C:12]1[O:11][CH:15]=[CH:14][CH:13]=1)=[O:6])=[O:9]. Conditions: temperature 50 celsius, time 3 hour. Reactants: [Al+3], [H-], [H-], [H-], [H-], [Li+], C1CCOC1, CCOC(=O)CCCCC=C(c1ccccc1)c1cccnc1. Yields the product OCCCCCC=C(c1ccccc1)c1cccnc1. RXN SMILES: [Al+3:25].[H-:24].[H-:27].[H-:28].[H-:29].[Li+:26].[O:30]1[CH2:31][CH2:32][CH2:33][CH2:34]1.[c:1]1([C:7](=[CH:8][CH2:9][CH2:10][CH2:11][CH2:12][C:13](=[O:14])[O:15][CH2:16][CH3:17])[c:18]2[cH:19][n:20][cH:21][cH:22][cH:23]2)[cH:2][cH:3][cH:4][cH:5][cH:6]1>>[c:1]1([C:7](=[CH:8][CH2:9][CH2:10][CH2:11][CH2:12][CH2:13][OH:14])[c:18]2[cH:19][n:20][cH:21][cH:22][cH:23]2)[cH:2][cH:3][cH:4][cH:5][cH:6]1.